From a dataset of the Open Reaction Database (ORD), a public repository of structured organic reaction records. describe an organic reaction: reactants, conditions, products, and yield Starting materials: C(C)(C)(C)C=1SC2=C(N1)CN(C2=O)C2=C(C(=CC=C2)B2OC(C(O2)(C)C)(C)C)C (2-tert-Butyl-5-(2-methyl-3-(4,4,5,5-tetramethyl-1,3,2-dioxaborolan-2-yl)phenyl)-4H-pyrrolo[3,4-d]thiazol-6(5H)-one), P(=O)([O-])([O-])[O-].[K+].[K+].[K+] (potassium phosphate), ClC=1C=C(C(N(N1)COCC[Si](C)(C)C)=O)NC1=NN(C(=C1)C)C (6-chloro-4-(1,5-dimethyl-1H-pyrazol-3-ylamino)-2-((2-(trimethyl-silyl)ethoxy)methyl)pyridazin-3(2H)-one), C1(=CC=CC=C1)P(C1=CC=CC=2C(C3=CC=CC(=C3OC12)P(C1=CC=CC=C1)C1=CC=CC=C1)(C)C)C1=CC=CC=C1 (4,5-bis(diphenylphosphino)-9,9-dimethylxanthene). The reagents and catalysts are C=1C=CC(=CC1)/C=C/C(=O)/C=C/C2=CC=CC=C2.C=1C=CC(=CC1)/C=C/C(=O)/C=C/C2=CC=CC=C2.C=1C=CC(=CC1)/C=C/C(=O)/C=C/C2=CC=CC=C2.[Pd].[Pd] (tris(dibenzylideneacetone)dipalladium(0)). Run in O (water), O1CCOCC1 (1,4-dioxane). Product: C(C)(C)(C)C=1SC2=C(N1)CN(C2=O)C2=C(C(=CC=C2)C2=NN(C(C(=C2)NC2=NN(C(=C2)C)C)=O)COCC[Si](C)(C)C)C (2-tert-butyl-5-(3-(5-(1,5-dimethyl-1H-pyrazol-3-ylamino)-6-oxo-1-((2-(trimethylsilyl)ethoxy)methyl)-1,6-dihydropyridazin-3-yl)-2-methylphenyl)-4H-pyrrolo[3,4-d]thiazol-6(5H)-one). The yield is 60.0%. Reaction SMILES: [C:1]([C:5]1[S:6][C:7]2[C:12](=[O:13])[N:11]([C:14]3[CH:19]=[CH:18][CH:17]=[C:16](B4OC(C)(C)C(C)(C)O4)[C:15]=3[CH3:29])[CH2:10][C:8]=2[N:9]=1)([CH3:4])([CH3:3])[CH3:2].Cl[C:31]1[CH:32]=[C:33]([NH:46][C:47]2[CH:51]=[C:50]([CH3:52])[N:49]([CH3:53])[N:48]=2)[C:34](=[O:45])[N:35]([CH2:37][O:38][CH2:39][CH2:40][Si:41]([CH3:44])([CH3:43])[CH3:42])[N:36]=1.C1(P(C2C=CC=CC=2)C2C3OC4C(=CC=CC=4P(C4C=CC=CC=4)C4C=CC=CC=4)C(C)(C)C=3C=CC=2)C=CC=CC=1.P([O-])([O-])([O-])=O.[K+].[K+].[K+]>O.C1C=CC(/C=C/C(/C=C/C2C=CC=CC=2)=O)=CC=1.C1C=CC(/C=C/C(/C=C/C2C=CC=CC=2)=O)=CC=1.C1C=CC(/C=C/C(/C=C/C2C=CC=CC=2)=O)=CC=1.[Pd].[Pd].O1CCOCC1>[C:1]([C:5]1[S:6][C:7]2[C:12](=[O:13])[N:11]([C:14]3[CH:19]=[CH:18][CH:17]=[C:16]([C:31]4[CH:32]=[C:33]([NH:46][C:47]5[CH:51]=[C:50]([CH3:52])[N:49]([CH3:53])[N:48]=5)[C:34](=[O:45])[N:35]([CH2:37][O:38][CH2:39][CH2:40][Si:41]([CH3:42])([CH3:44])[CH3:43])[N:36]=4)[C:15]=3[CH3:29])[CH2:10][C:8]=2[N:9]=1)([CH3:2])([CH3:3])[CH3:4] |f:3.4.5.6,8.9.10.11.12|. Reported procedure: Following Example 109, 247.2 mg (0.6 mmol) of 2-tert-butyl-5-(2-methyl-3-(4,4,5,5-tetramethyl-1,3,2-dioxaborolan-2-yl)phenyl)-4H-pyrrolo[3,4-d]thiazol-6(5H)-one 109f, 185 mg (0.5 mmol) of 6-chloro-4-(1,5-dimethyl-1H-pyrazol-3-ylamino)-2-((2-(trimethylsilyl)ethoxy)methyl)pyridazin-3(2H)-one 110b, 45.8 mg (0.05 mmol) of tris(dibenzylideneacetone)dipalladium(0), 49.3 mg (0.12 mmol) of 4,5-bis(diphenylphosphino)-9,9-dimethylxanthene (0.596 mmol), 0.67 mL (0.85 mmol) of 1.27 M of potassium phosphate ... Product: OC1=C(C=C(C=CC(=O)OCC=C(C)C)C=C1)OC (prenyl 4-hydroxy-3-methoxycinnamate). Isolated yield 73.0%. Reaction SMILES: C(OC([O:6][C:7]1[CH:22]=[CH:21][C:10]([CH:11]=[CH:12][C:13]([O:15][CH2:16][CH:17]=[C:18]([CH3:20])[CH3:19])=[O:14])=[CH:9][C:8]=1[O:23][CH3:24])=O)C.O.C(=O)([O-])[O-].[Na+].[Na+].Cl>CO>[OH:6][C:7]1[CH:22]=[CH:21][C:10]([CH:11]=[CH:12][C:13]([O:15][CH2:16][CH:17]=[C:18]([CH3:19])[CH3:20])=[O:14])=[CH:9][C:8]=1[O:23][CH3:24] |f:2.3.4|. The solvent is CO (methanol). Starting materials: O (water), Cl (hydrochloric acid), O (water), C([O-])([O-])=O.[Na+].[Na+] (sodium carbonate), C(C)OC(=O)OC1=C(C=C(C=CC(=O)OCC=C(C)C)C=C1)OC (prenyl 4-ethoxycarbonyloxy-3-methoxycinnamate). Procedure details: In 60 ml of methanol is dissolved 1.78 g of prenyl 4-ethoxycarbonyloxy-3-methoxycinnamate. To the solution is added 15 ml of water followed by addition of 0.56 g of sodium carbonate. The mixture is stirred for 4 hours followed by addition of 100 ml of water and then 1N hydrochloric acid to acidify the mixture. The resulting mixture is extracted with chloroform, and the organic layer is washed with water and saturated aqueous sodium chloride and dried over anhydrous sodium sulfate. The solvent is... Run at time 4 hour.